Dataset: the Open Reaction Database (ORD), a public repository of structured organic reaction records. Task: describe an organic reaction: reactants, conditions, products, and yield Starting materials: O=CC1=CC(O)=C(OC)C=C1 (isovanillin), C(CC)I (propyl iodide), C(C)OC=1C=C(C=O)C=CC1C (3-ethoxy-4-methyl-benzaldehyde), C(=O)([O-])[O-].[K+].[K+] (K2CO3). Solvent: CN(C)C=O (DMF). Yields the product COC1=C(C=C(C=O)C=C1)OCCC (4-Methoxy-3-propoxy-benzaldehyde). As a reaction SMILES: [O:1]=[CH:2][C:3]1[CH:11]=[CH:10][C:7]([O:8][CH3:9])=[C:5]([OH:6])[CH:4]=1.[CH2:12](I)[CH2:13][CH3:14].C([O-])([O-])=O.[K+].[K+].C(OC1C=C(C=CC=1C)C=O)C>CN(C=O)C>[CH3:9][O:8][C:7]1[CH:10]=[CH:11][C:3]([CH:2]=[O:1])=[CH:4][C:5]=1[O:6][CH2:12][CH2:13][CH3:14] |f:2.3.4|. Procedure details: The title compound was prepared by reaction of isovanillin with propyl iodide in DMF using K2CO3 as base in analogy to the preparation of 3-ethoxy-4-methyl-benzaldehyde (intermediate B21, vide infra). Starting materials: CC(=O)O, Nc1ncnn2c(C#CCCO)ccc12, O=[Pt]=O. Product: Nc1ncnn2c(CCCCO)ccc12. RXN SMILES: [CH3:16][C:17](=[O:18])[OH:19].[NH2:1][c:2]1[n:3][cH:4][n:5][n:6]2[c:7]1[cH:8][cH:9][c:10]2[C:11]#[C:12][CH2:13][CH2:14][OH:15].[Pt:20](=[O:21])=[O:22]>>[NH2:1][c:2]1[n:3][cH:4][n:5][n:6]2[c:7]1[cH:8][cH:9][c:10]2[CH2:11][CH2:12][CH2:13][CH2:14][OH:15].